This data is from the Open Reaction Database (ORD), a public repository of structured organic reaction records. The task is: describe an organic reaction: reactants, conditions, products, and yield The reactants are Cl (hydrochloric acid), C(C)(C)(C)OC(NC[C@H]1CN(CCO1)C1=CC(=CC=C1)C(C)NC(C=CC1=CC(=C(C=C1)F)F)=O)=O ((S)-[4-(3-{1-[3-(3,4-difluoro-phenyl)-acryloylamino]-ethyl}-phenyl)-morpholin-2-ylmethyl]-carbamic acid tert-butyl ester), Example 125. Solvent: CO (methanol). Yields the product NCC1CN(CCO1)C=1C=C(C=CC1)[C@H](C)NC(C=CC1=CC(=C(C=C1)F)F)=O ((S)-N-{1-[3-(2-Aminomethyl-morpholin-4-yl)-phenyl]-ethyl}-3-(3,4-difluoro-phenyl)-acrylamide), solid. RXN SMILES: C(OC(=O)[NH:7][CH2:8][C@@H:9]1[O:14][CH2:13][CH2:12][N:11]([C:15]2[CH:20]=[CH:19][CH:18]=[C:17]([CH:21]([NH:23][C:24](=[O:35])[CH:25]=[CH:26][C:27]3[CH:32]=[CH:31][C:30]([F:33])=[C:29]([F:34])[CH:28]=3)[CH3:22])[CH:16]=2)[CH2:10]1)(C)(C)C.Cl>CO>[NH2:7][CH2:8][CH:9]1[O:14][CH2:13][CH2:12][N:11]([C:15]2[CH:16]=[C:17]([C@@H:21]([NH:23][C:24](=[O:35])[CH:25]=[CH:26][C:27]3[CH:32]=[CH:31][C:30]([F:33])=[C:29]([F:34])[CH:28]=3)[CH3:22])[CH:18]=[CH:19][CH:20]=2)[CH2:10]1. Procedure details: The solution of (S)-[4-(3-{1-[3-(3,4-difluoro-phenyl)-acryloylamino]-ethyl}-phenyl)-morpholin-2-ylmethyl]-carbamic acid tert-butyl ester, Example 125 (about 24 mg), and hydrochloric acid (1.0M solution in diethyl ether) (0.3 ml) in methanol (0.3 ml) was stirred at room temperature overnight. Concentrated under vacuum and sticky oil was filtered through 2 g anion-exchange cartridge with methanol. Filtrate was concentrated under vacuum and the title compound was obtained as pale yellow solid (quan...